describe an organic reaction: reactants, conditions, products, and yield From a dataset of the Open Reaction Database (ORD), a public repository of structured organic reaction records. Run in ClCCl (dichloromethane). Procedure details: In 5 ml of dry dichloromethane are dissolved maytansinol (103.2 mg, 0.183 mmol) and cyclohexanecarboxylic acid (140 mg, 1.094 mmols), followed by addition of dicyclohexylcarbodiimide (DCC) (267 mg, 1.296 mmols). The mixture is stirred at room temperature for a while until insolubles have begun to separate out. Then, after addition of p-dimethylaminopyridine (DMAP) (50.8 mg, 0.416 mmol), the reaction mixture is stirred at room temperature overnight. The insolubles are filtered off, the filtrate i... Product: CC1C2CC(C(/C=C/C=C(/CC3=CC(=C(C(=C3)OC)Cl)N(C(=O)CC(C4(C1O4)C)O)C)\C)OC)(NC(=O)O2)O.C1CC(CCC1)C(=O)[O-] (maytansinol 3-cyclohexanecarboxylate). The reagents and catalysts are CN(C1=CC=NC=C1)C (p-dimethylaminopyridine). The yield is 19.2%. Reactants: CC1C2CC(C(/C=C/C=C(/CC3=CC(=C(C(=C3)OC)Cl)N(C(=O)CC(C4(C1O4)C)O)C)\C)OC)(NC(=O)O2)O (maytansinol), C1(CCCCC1)C(=O)O (cyclohexanecarboxylic acid), C1(CCCCC1)N=C=NC1CCCCC1 (dicyclohexylcarbodiimide). RXN SMILES: [CH3:1][CH:2]1[CH:27]2[O:28][C:26]2([CH3:29])[CH:25]([OH:30])[CH2:24][C:22](=[O:23])[N:21]([CH3:31])[C:14]2=[C:15]([Cl:20])[C:16]([O:18][CH3:19])=[CH:17][C:12](=[CH:13]2)[CH2:11][C:10]([CH3:32])=[CH:9][CH:8]=[CH:7][CH:6]([O:33][CH3:34])[C:5]2([OH:39])[NH:35][C:36]([O:38][CH:3]1[CH2:4]2)=[O:37].[CH:40]1([C:46]([OH:48])=[O:47])[CH2:45][CH2:44][CH2:43][CH2:42][CH2:41]1.C1(N=C=NC2CCCCC2)CCCCC1>ClCCl.CN(C)C1C=CN=CC=1>[CH3:1][CH:2]1[CH:27]2[O:28][C:26]2([CH3:29])[CH:25]([OH:30])[CH2:24][C:22](=[O:23])[N:21]([CH3:31])[C:14]2=[C:15]([Cl:20])[C:16]([O:18][CH3:19])=[CH:17][C:12](=[CH:13]2)[CH2:11][C:10]([CH3:32])=[CH:9][CH:8]=[CH:7][CH:6]([O:33][CH3:34])[C:5]2([OH:39])[NH:35][C:36]([O:38][CH:3]1[CH2:4]2)=[O:37].[CH2:42]1[CH2:43][CH2:44][CH2:45][CH:40]([C:46]([O-:48])=[O:47])[CH2:41]1 |f:5.6|. Reactants: Cc1ccccc1, Cn1c(=O)c(C#N)c(Cl)c2ccccc21, O=C(c1cccs1)N1CCNCC1. Yields the product Cn1c(=O)c(C#N)c(N2CCN(C(=O)c3cccs3)CC2)c2ccccc21. Reaction SMILES: [CH3:29][c:30]1[cH:31][cH:32][cH:33][cH:34][cH:35]1.[Cl:14][c:15]1[c:16]([C:27]#[N:28])[c:17](=[O:26])[n:18]([CH3:25])[c:19]2[cH:20][cH:21][cH:22][cH:23][c:24]12.[N:1]1([C:7](=[O:8])[c:9]2[s:10][cH:11][cH:12][cH:13]2)[CH2:2][CH2:3][NH:4][CH2:5][CH2:6]1>>[N:1]1([C:7](=[O:8])[c:9]2[s:10][cH:11][cH:12][cH:13]2)[CH2:2][CH2:3][N:4]([c:15]2[c:16]([C:27]#[N:28])[c:17](=[O:26])[n:18]([CH3:25])[c:19]3[cH:20][cH:21][cH:22][cH:23][c:24]23)[CH2:5][CH2:6]1. Reactants: ClC1=CC(=C(C=C1)N=C=O)F (4-chloro-2-fluoro-1-isocyanatobenzene), CC(C(C(=O)OC)NC(=O)C=1SC=C(N1)C1=CC=C(C=C1)[N+](=O)[O-])C (Methyl 3-methyl-2-(4-(4-nitrophenyl)thiazole-2-carboxamido)butanoate). Yields the product ClC1=CC(=C(C=C1)NC(NC1=CC=C(C=C1)C=1N=C(SC1)C(=O)N[C@H](C(=O)OC)C(C)C)=O)F ((S)-Methyl 2-(4-(4-(3-(4-chloro-2-fluorophenyl)ureido)phenyl)thiazole-2-carboxamido)-3-methylbutanoate). Reaction SMILES: [Cl:1][C:2]1[CH:7]=[CH:6][C:5]([N:8]=[C:9]=[O:10])=[C:4]([F:11])[CH:3]=1.[CH3:12][CH:13]([CH3:36])[CH:14]([NH:19][C:20]([C:22]1[S:23][CH:24]=[C:25]([C:27]2[CH:32]=[CH:31][C:30]([N+:33]([O-])=O)=[CH:29][CH:28]=2)[N:26]=1)=[O:21])[C:15]([O:17][CH3:18])=[O:16]>>[Cl:1][C:2]1[CH:7]=[CH:6][C:5]([NH:8][C:9](=[O:10])[NH:33][C:30]2[CH:31]=[CH:32][C:27]([C:25]3[N:26]=[C:22]([C:20]([NH:19][C@@H:14]([CH:13]([CH3:36])[CH3:12])[C:15]([O:17][CH3:18])=[O:16])=[O:21])[S:23][CH:24]=3)=[CH:28][CH:29]=2)=[C:4]([F:11])[CH:3]=1. Procedure details: The title compound was synthesized analogous to Example 23, using 4-chloro-2-fluoro-1-isocyanatobenzene and intermediate 3. 1HNMR (DMSO-d6, 300 MHz): δ 9.281 (s, 1H), 8.824-8.796 (d, J=8.4 Hz, 1H), 8.703 (s, 1H), 8.330 (s, 1H), 8.227-8.168 (t, J=8.7, 9 Hz, 1H), 8.069-8.040 (d, J=8.7 Hz, 2H), 7.589-7.560 (s, J=8.7 Hz, 2H), 7.508-7.463 (d, J=2.1, 11.1 Hz, 1H), 7.268-7.238 (d, J=9 Hz, 1H), 4.395-4.343 (t, J=7.8 Hz, 1H), 3.700 (s, 3H), 2.341-2.273 (m, 1H), 1.000-0.953 (t, J=6.9, 7.2 Hz, 6H); MS (ESI... Reactants: CCCOC1CCNCC1, CC#N, O=c1sc2ccccc2n1CCCCCCl, [K+], [K+], O=C([O-])[O-]. Product: CCCOC1CCN(CCCCCn2c(=O)sc3ccccc32)CC1. As a reaction SMILES: [CH2:17]([CH2:18][CH3:19])[O:20][CH:21]1[CH2:22][CH2:23][NH:24][CH2:25][CH2:26]1.[CH3:33][C:34]#[N:35].[Cl:1][CH2:2][CH2:3][CH2:4][CH2:5][CH2:6][n:7]1[c:8](=[O:16])[s:9][c:10]2[c:11]1[cH:12][cH:13][cH:14][cH:15]2.[K+:27].[K+:28].[O-:29][C:30]([O-:31])=[O:32]>>[CH2:2]([CH2:3][CH2:4][CH2:5][CH2:6][n:7]1[c:8](=[O:16])[s:9][c:10]2[c:11]1[cH:12][cH:13][cH:14][cH:15]2)[N:24]1[CH2:23][CH2:22][CH:21]([O:20][CH2:17][CH2:18][CH3:19])[CH2:26][CH2:25]1. The reactants are [Cl-].[NH4+] (ammonium chloride), C(C)C1(CCC2(CC1)OCCO2)C(=O)[O-] (ethyl-4,4-(ethylenedioxy)cyclohexanecarboxylate), solution, [H-].C(C(C)C)[Al+]CC(C)C (diisobutyl aluminum hydride). Solvent: C1(=CC=CC=C1)C (toluene), C1(=CC=CC=C1)C (toluene). Run at time 15 minute. Product: C1OC2(CCC(CC2)C=O)OC1 (4,4-(ethylenedioxy)cyclohexane carbaldehyde). Isolated yield 87.0%. As a reaction SMILES: C([C:3]1([C:13]([O-])=[O:14])[CH2:8][CH2:7][C:6]2([O:12][CH2:11][CH2:10][O:9]2)[CH2:5][CH2:4]1)C.[H-].C([Al+]CC(C)C)C(C)C.[Cl-].[NH4+]>C1(C)C=CC=CC=1>[CH2:11]1[CH2:10][O:9][C:6]2([CH2:5][CH2:4][CH:3]([CH:13]=[O:14])[CH2:8][CH2:7]2)[O:12]1 |f:1.2,3.4|. Procedure: 214 mg (1 mmol) of ethyl-4,4-(ethylenedioxy)cyclohexanecarboxylate is cooled in 15 ml of toluene under argon and in a moisture-free environment to −78° C., and it is mixed drop by drop with 0.85 ml of a 1.2 molar solution of diisobutyl aluminum hydride (DIBAH) in toluene. After 15 minutes of stirring at this temperature, it is mixed with about 10 ml of a saturated ammonium chloride solution. The organic phase is separated, washed with saturated common salt solution, dried, filtered and concentra... The reactants are C1CCOC1 (THF), [OH-].[Na+] (NaOH), C(C)OC(=O)C=1N(N=C(C1)C)C1=CC=C(C=C1)OC (2-(4-Methoxy-phenyl)-5-methyl-2H-pyrazole-3-carboxylic acid ethyl ester), CO (MeOH). The solvent is O (water). The product is COC1=CC=C(C=C1)N1N=C(C=C1C(=O)O)C (2-(4-Methoxy-phenyl)-5-methyl-2H-pyrazole-3-carboxylic acid). Reaction SMILES: C([O:3][C:4]([C:6]1[N:7]([C:12]2[CH:17]=[CH:16][C:15]([O:18][CH3:19])=[CH:14][CH:13]=2)[N:8]=[C:9]([CH3:11])[CH:10]=1)=[O:5])C.CO.C1COCC1.[OH-].[Na+]>O>[CH3:19][O:18][C:15]1[CH:14]=[CH:13][C:12]([N:7]2[C:6]([C:4]([OH:5])=[O:3])=[CH:10][C:9]([CH3:11])=[N:8]2)=[CH:17][CH:16]=1 |f:3.4|. Procedure: To a solution of 2-(4-Methoxy-phenyl)-5-methyl-2H-pyrazole-3-carboxylic acid ethyl ester (400 mg) in a 1:1:1 mixture of MeOH:THF:water was added 10% NaOH (20 mL). The mixture was heated to reflux and the reaction monitored by TLC and HPLC until hydrolysis was complete. The solution was cooled and concentrated under reduced pressure. The residue was acidified with 10% HCl and extracted with EtOAc. The organic fractions were combined and dried over MgSO4 and concentrated under reduced pressure. Th... Run in C1CCOC1 (THF), B1C2CCCC1CCC2 (9-BBN). Procedure: To a 0° C. solution of (RS)-4-(1-but-3-enyl-pyrrolidine-3-sulfonyl)-phenol (0.106 g, 0.378 mmol) in THF (0.5 ml), 9-BBN (1.66 ml, 0.74 ml, 0.5 M solution in THF) was added dropwise. The reaction mixture was allowed to warm up slowly to room temperature. After 4 hours stirring, the reaction mixture was treated successively with DMF (1.5 ml), 3-bromotoluene (0.046 ml, 0.377 mmol), PdCl2(dppf)2-dichloromethane complex (9.3 mg, 0.01 mmol), and K2CO3 (95 mg, 0.69 mmol). After 5 hours stirring at 60° ... As a reaction SMILES: [CH2:1]([N:5]1[CH2:9][CH2:8][CH:7]([S:10]([C:13]2[CH:18]=[CH:17][C:16]([OH:19])=[CH:15][CH:14]=2)(=[O:12])=[O:11])[CH2:6]1)[CH2:2][CH:3]=[CH2:4].CN(C=O)C.Br[C:26]1[CH:27]=[C:28]([CH3:32])[CH:29]=[CH:30][CH:31]=1.C([O-])([O-])=O.[K+].[K+]>C1COCC1.B1C2CCCC1CCC2>[C:28]1([CH3:32])[CH:29]=[CH:30][CH:31]=[C:26]([CH2:4][CH2:3][CH2:2][CH2:1][N:5]2[CH2:9][CH2:8][CH:7]([S:10]([C:13]3[CH:14]=[CH:15][C:16]([OH:19])=[CH:17][CH:18]=3)(=[O:12])=[O:11])[CH2:6]2)[CH:27]=1 |f:3.4.5|. Reactants: C(CC=C)N1CC(CC1)S(=O)(=O)C1=CC=C(C=C1)O ((RS)-4-(1-but-3-enyl-pyrrolidine-3-sulfonyl)-phenol), CN(C)C=O (DMF), BrC=1C=C(C=CC1)C (3-bromotoluene), C(=O)([O-])[O-].[K+].[K+] (K2CO3). Yield: 46.9%. The product is C1(=CC(=CC=C1)CCCCN1CC(CC1)S(=O)(=O)C1=CC=C(C=C1)O)C ((RS)-4-[1-(4-m-tolyl-butyl)-pyrrolidine-3-sulfonyl]-phenol). Conditions: time 4 hour. Reactants: CC(=O)O, CO, COC(=O)c1c(C#N)cc(NC(CC(C)C)C(N)=O)nc1-c1cnn(C)c1, [OH-], [OH-], [Pd+2]. Yields the product CC(C)CC(Nc1cc2c(c(-c3cnn(C)c3)n1)C(=O)NC2)C(N)=O. RXN SMILES: [C:30]([OH:31])(=[O:32])[CH3:33].[CH3:28][OH:29].[NH2:1][C:2]([CH:3]([CH2:4][CH:5]([CH3:6])[CH3:7])[NH:8][c:9]1[n:10][c:11](-[c:21]2[cH:22][n:23][n:24]([CH3:26])[cH:25]2)[c:12]([C:13](=[O:14])[O:15][CH3:16])[c:17]([C:19]#[N:20])[cH:18]1)=[O:27].[OH-:34].[OH-:36].[Pd+2:35]>>[NH2:1][C:2]([CH:3]([CH2:4][CH:5]([CH3:6])[CH3:7])[NH:8][c:9]1[n:10][c:11](-[c:21]2[cH:22][n:23][n:24]([CH3:26])[cH:25]2)[c:12]2[c:17]([cH:18]1)[CH2:19][NH:20][C:13]2=[O:14])=[O:27]. Starting materials: [N+](=O)([O-])C=1C=C(C(CBr)=O)C=CC1 (m-nitrophenacyl bromide), C(C)(=O)[O-].[Na+] (sodium acetate). Solvent: C(C)O (ethanol). The product is [N+](=O)([O-])C=1C=C(C(CO)=O)C=CC1 (m-nitrophenacyl alcohol). Reaction SMILES: [N+:1]([C:4]1[CH:5]=[C:6]([CH:11]=[CH:12][CH:13]=1)[C:7](=[O:10])[CH2:8]Br)([O-:3])=[O:2].C([O-])(=[O:16])C.[Na+]>C(O)C>[N+:1]([C:4]1[CH:5]=[C:6]([CH:11]=[CH:12][CH:13]=1)[C:7](=[O:10])[CH2:8][OH:16])([O-:3])=[O:2] |f:1.2|. Procedure: Reaction of m-nitrophenacyl bromide with sodium acetate in ethanol gave m-nitrophenacyl alcohol. This was treated with dicyandiimide and HCl in aqueous methanol to give 2-guanidino4-(3-nitrophenyl)oxazole hydrochloride, m.p. 250°-251° C. The nitro residue was reduced with iron powder in acetic acid containing 10% v/v water to give 2-guanidino-4-(3-aminophenyl)oxazole.